This data is from the Open Reaction Database (ORD), a public repository of structured organic reaction records. The task is: describe an organic reaction: reactants, conditions, products, and yield Reactants: C1(=CC=CC=C1)C (toluene), ClC1=C(C=CC(=C1)Cl)C(C#N)=NO ((2,4-dichlorophenyl)-hydroxyiminoacetonitrile), S(=O)(=O)(C1=CC=C(C)C=C1)Cl (tosyl chloride). The solvent is C(C)N(CC)CC (triethylamine). Product: ClC1=C(C=CC(=C1)Cl)C(C#N)=NOS(=O)(=O)C1=CC=C(C=C1)C ((2,4-Dichlorophenyl)-O-(p-toluenesulfonyl)oxyiminoacetonitrile). The yield is 77.2%. As a reaction SMILES: C1(C)C=CC=CC=1.[Cl:8][C:9]1[CH:14]=[C:13]([Cl:15])[CH:12]=[CH:11][C:10]=1[C:16](=[N:19][OH:20])[C:17]#[N:18].[S:21](Cl)([C:24]1[CH:30]=[CH:29][C:27]([CH3:28])=[CH:26][CH:25]=1)(=[O:23])=[O:22]>C(N(CC)CC)C>[Cl:8][C:9]1[CH:14]=[C:13]([Cl:15])[CH:12]=[CH:11][C:10]=1[C:16](=[N:19][O:20][S:21]([C:24]1[CH:30]=[CH:29][C:27]([CH3:28])=[CH:26][CH:25]=1)(=[O:23])=[O:22])[C:17]#[N:18]. Procedure details: To toluene (200 ml), (2,4-dichlorophenyl)-hydroxyiminoacetonitrile (8.60 g, 40 mmol) prepared in the Step 27-1-1, tosyl chloride (9.50 g) and triethylamine (5.0 g) were added, and the mixture was heated under reflux for 5 hours. After being allowed to cool, the mixture was washed with water and dried over anhydrous magnesium sulfate. The resulting residue was purified by silica gel column chromatography (ethyl acetate:n-hexane=1:3) to give the title compound (11.4 g, 77%). Starting materials: C1CCOC1, Cl, COC(=O)c1nn(-c2ccc(OC(F)(F)F)cc2F)cc(OC)c1=O, [Na+], [OH-]. Product: COc1cn(-c2ccc(OC(F)(F)F)cc2F)nc(C(=O)O)c1=O. RXN SMILES: [CH2:29]1[O:30][CH2:31][CH2:32][CH2:33]1.[ClH:28].[F:1][c:2]1[c:3](-[n:13]2[n:14][c:15]([C:22](=[O:23])[O:24][CH3:25])[c:16](=[O:21])[c:17]([O:19][CH3:20])[cH:18]2)[cH:4][cH:5][c:6]([O:8][C:9]([F:10])([F:11])[F:12])[cH:7]1.[Na+:27].[OH-:26]>>[F:1][c:2]1[c:3](-[n:13]2[n:14][c:15]([C:22](=[O:23])[OH:24])[c:16](=[O:21])[c:17]([O:19][CH3:20])[cH:18]2)[cH:4][cH:5][c:6]([O:8][C:9]([F:10])([F:11])[F:12])[cH:7]1. The reactants are ClC1=C2C(=CC=NC2=CC(=N1)Cl)O (5,7-dichloro-1,6-naphthyridin-4-ol), C(C)(=O)O (Acetic acid). Reagents/catalysts: [Zn] (zinc). Run in CO (MeOH). Run at temperature 60 celsius. Yields the product ClC1=NC=C2C(=CC=NC2=C1)O (7-chloro-1,6-naphthyridin-4-ol). The yield is 76.7%. RXN SMILES: Cl[C:2]1[N:11]=[C:10]([Cl:12])[CH:9]=[C:8]2[C:3]=1[C:4]([OH:13])=[CH:5][CH:6]=[N:7]2.C(O)(=O)C>[Zn].CO>[Cl:12][C:10]1[CH:9]=[C:8]2[C:3]([C:4]([OH:13])=[CH:5][CH:6]=[N:7]2)=[CH:2][N:11]=1. Procedure details: 5,7-dichloro-1,6-naphthyridin-4-ol (1.6 g, 7.44 mmol) was added to a round bottom flask, followed by zinc (2.432 g, 37.2 mmol) and MeOH (44.6 mL). Acetic acid (glacial) (4.26 mL, 74.4 mmol) was added and the reaction was heated to 60° C. for 16 hours. The solids were filtered and washed with MeOH (20 mL). The filtrate was concentrated under reduced pressure to provide 1.03 g of 7-chloro-1,6-naphthyridin-4-ol as a white solid which was used without further purification. m/z (ESI) 181.2 (M+H)+. Starting materials: C([C@@H](O)[C@@H](O)[C@H](O)[C@H](O)CO)O (mannitol), C(=O)(O)[O-].[Na+] (NaHCO3), I(=O)(=O)(=O)[O-].[Na+] (Sodium periodate). Solvent: C(Cl)Cl (CH2Cl2). Reaction conditions: temperature 0 celsius, time 3 hour. Yields the product C(C)(C)=C(C(C=O)O)O (Isopropylidene-glyceraldehyde). RXN SMILES: C(O)[C@H:2]([C@H:4]([C@@H:6]([C@@H:8]([CH2:10][OH:11])[OH:9])[OH:7])O)O.[C:13]([O-])(O)=O.[Na+].I([O-])(=O)(=O)=O.[Na+]>C(Cl)Cl>[C:4](=[C:6]([OH:7])[CH:8]([OH:9])[CH:10]=[O:11])([CH3:2])[CH3:13] |f:1.2,3.4|. Reported procedure: The mannitol derivative of Example 7(a) (81 g, 0.311 mol) was suspended in CH2Cl2 (1.1 L) and saturated NaHCO3 (40 mL) and stirred at ambient temperature. Sodium periodate (100 g, 0.47 mol) was added in four portions over 20 minutes and the solution was stirred vigorously at 0° C. for 3 hours. The solvent was decanted off and the remaining solid was stirred in CH2Cl2 and then filtered to remove the excess solid. The two organic portions were combined and concentrated in vacuo. The resulting oil ... The reactants are ClC1=NC=CC(=N1)C=1C(=NN2C1C=CC=C2)C=2C=CC(=C(C2)NC(C2=C(C=CC=C2F)F)=O)F (N-{5-[3-(2-chloro-4-pyrimidinyl)pyrazolo[1,5-a]pyridin-2-yl]-2-fluorophenyl}-2,6-difluorobenzamide), NC1=CCC2CCN(CC2=C1)C(C(F)(F)F)=O (7-amino-N-trifluoroacetyl tetrahydroisoquinoline), Cl (HCl). Run in O1CCOCC1 (1,4-dioxane), CC(C)O (2-propanol). Reaction conditions: temperature 80 celsius. Yields the product FC1=C(C(=O)NC2=C(C=CC(=C2)C2=NN3C(C=CC=C3)=C2C2=NC(=NC=C2)NC2=CC=C3CCN(CC3=C2)C(C(F)(F)F)=O)F)C(=CC=C1)F (2,6-Difluoro-N-{2-fluoro-5-[3-(2-{[2-(trifluoroacetyl)-1,2,3,4-tetrahydro-7-isoquinolinyl]amino}-4-pyrimidinyl)pyrazolo[1,5-a]pyridin-2-yl]phenyl}benzamide). Isolated yield 46.6%. RXN SMILES: Cl[C:2]1[N:7]=[C:6]([C:8]2[C:9]([C:17]3[CH:18]=[CH:19][C:20]([F:34])=[C:21]([NH:23][C:24](=[O:33])[C:25]4[C:30]([F:31])=[CH:29][CH:28]=[CH:27][C:26]=4[F:32])[CH:22]=3)=[N:10][N:11]3[CH:16]=[CH:15][CH:14]=[CH:13][C:12]=23)[CH:5]=[CH:4][N:3]=1.[NH2:35][C:36]1[CH:45]=[C:44]2[CH:39]([CH2:40][CH2:41][N:42]([C:46](=[O:51])[C:47]([F:50])([F:49])[F:48])[CH2:43]2)[CH2:38][CH:37]=1.Cl>O1CCOCC1.CC(O)C>[F:32][C:26]1[CH:27]=[CH:28][CH:29]=[C:30]([F:31])[C:25]=1[C:24]([NH:23][C:21]1[CH:22]=[C:17]([C:9]2[C:8]([C:6]3[CH:5]=[CH:4][N:3]=[C:2]([NH:35][C:36]4[CH:45]=[C:44]5[C:39]([CH2:40][CH2:41][N:42]([C:46](=[O:51])[C:47]([F:50])([F:48])[F:49])[CH2:43]5)=[CH:38][CH:37]=4)[N:7]=3)=[C:12]3[CH:13]=[CH:14][CH:15]=[CH:16][N:11]3[N:10]=2)[CH:18]=[CH:19][C:20]=1[F:34])=[O:33]. Procedure: To a solution of N-{5-[3-(2-chloro-4-pyrimidinyl)pyrazolo[1,5-a]pyridin-2-yl]-2-fluorophenyl}-2,6-difluorobenzamide (162 mg, 0.34 mmol) in 1,4-dioxane (6 mL) and 2-propanol (2 mL) was added 7-amino-N-trifluoroacetyl tetrahydroisoquinoline (165 mg, 0.68 mmol) followed by catalytic 12M HCl. After heating overnight at 80° C., reaction was quenched with saturated NaHCO3 (25 mL), solvent removed by rotary evaporation, aqueous layer extracted with DCM (25 mL), organic layer concentrated, and purified ... The reactants are CC(C)(C)OC(=O)N1CCc2c(-c3ccc(Cl)cc3)nn(Cc3ccc(Cl)cc3)c2CC1, CC(C)(C)OC(=O)N1CCc2c(S(=O)(=O)C(F)(F)F)nn(Cc3ccc(Cl)cc3)c2CC1, C1CCOC1, OB(O)c1ccc(Cl)cc1, [K+], [K+], [K+], O=P([O-])([O-])[O-]. Yields the product Clc1ccc(Cn2nc(-c3ccc(Cl)cc3)c3c2CCNCC3)cc1. As a reaction SMILES: [C:1]([O:2][C:3](=[O:4])[N:8]1[CH2:9][CH2:10][c:11]2[c:12](-[c:26]3[cH:27][cH:28][c:29]([Cl:32])[cH:30][cH:31]3)[n:13][n:14]([CH2:18][c:19]3[cH:20][cH:21][c:22]([Cl:25])[cH:23][cH:24]3)[c:15]2[CH2:16][CH2:17]1)([CH3:5])([CH3:6])[CH3:7].[C:33]([O:34][C:35]([N:36]1[CH2:37][CH2:38][c:39]2[n:40]([CH2:41][c:42]3[cH:43][cH:44][c:45]([Cl:46])[cH:47][cH:48]3)[n:49][c:50]([S:51]([C:52]([F:53])([F:54])[F:55])(=[O:56])=[O:57])[c:58]2[CH2:59][CH2:60]1)=[O:61])([CH3:62])([CH3:63])[CH3:64].[CH2:83]1[O:84][CH2:85][CH2:86][CH2:87]1.[Cl:73][c:74]1[cH:75][cH:76][c:77]([B:78]([OH:79])[OH:80])[cH:81][cH:82]1.[K+:70].[K+:71].[K+:72].[P:65]([O-:66])([O-:67])([O-:68])=[O:69]>>[NH:8]1[CH2:9][CH2:10][c:11]2[c:12](-[c:26]3[cH:27][cH:28][c:29]([Cl:32])[cH:30][cH:31]3)[n:13][n:14]([CH2:18][c:19]3[cH:20][cH:21][c:22]([Cl:25])[cH:23][cH:24]3)[c:15]2[CH2:16][CH2:17]1. Reactants: C(C1=CC=CC=C1)OC1CCNCC1 (4-(benzyloxy)piperidine), C([O-])(O)=O.[Na+] (sodium bicarbonate), [I-].[K+] (potassium iodide), C(C)OC(CCCCl)=O (ethyl-4-chlorobutyrate). Run in CN(C=O)C (N,N-dimethylformamide). Product: C(C1=CC=CC=C1)OC1CCN(CC1)CCCC(=O)OCC (ethyl 4-[4-(benzyloxy)piperidino]butanoate). Yield: 82.0%. RXN SMILES: [CH2:1]([O:8][CH:9]1[CH2:14][CH2:13][NH:12][CH2:11][CH2:10]1)[C:2]1[CH:7]=[CH:6][CH:5]=[CH:4][CH:3]=1.C(=O)(O)[O-].[Na+].[I-].[K+].[CH2:22]([O:24][C:25](=[O:30])[CH2:26][CH2:27][CH2:28]Cl)[CH3:23]>CN(C)C=O>[CH2:1]([O:8][CH:9]1[CH2:14][CH2:13][N:12]([CH2:28][CH2:27][CH2:26][C:25]([O:24][CH2:22][CH3:23])=[O:30])[CH2:11][CH2:10]1)[C:2]1[CH:3]=[CH:4][CH:5]=[CH:6][CH:7]=1 |f:1.2,3.4|. Procedure details: To 12 mL of N,N-dimethylformamide was added 4-(benzyloxy)piperidine (0.8 g), sodium bicarbonate (1.05 g), potassium iodide (used as a catalyst), ethyl-4-chlorobutyrate (0.88 mL). The resulting mixture was refluxed for 4 hrs. The resulting mixture was cooled, and concentrated under reduced pressure. The resultant mixture was then extracted by using water and chloroform. An organic solution layer was dehydrated over magnesium sulfate, filtered, and concentrated under reduced pressure. The column c... Starting materials: C(C)(C)(C)OC(CNCC(OC)OC)=O (N(2,2-dimethoxyethyl) glycine tert-butyl ester), C(C1=CC=CC=C1)OC(=O)N[C@@H](COC(C)(C)C)C(=O)O (N-benzyloxycarbonyl-O-tert-butyl-L-serine). Product: C(C)(C)(C)OC[C@H]1C(N(CCN1)CC(=O)O)=O ((S) -3-Tert-Butoxymethyl-2-Oxopiperazine-1-Acetic Acid). Reaction SMILES: [C:1]([O:5][C:6](=O)[CH2:7][NH:8][CH2:9][CH:10](OC)OC)([CH3:4])([CH3:3])[CH3:2].C([O:23][C:24]([NH:26][C@H:27]([C:34]([OH:36])=[O:35])COC(C)(C)C)=O)C1C=CC=CC=1>>[C:1]([O:5][CH2:6][C@@H:7]1[NH:8][CH2:9][CH2:10][N:26]([CH2:27][C:34]([OH:36])=[O:35])[C:24]1=[O:23])([CH3:2])([CH3:3])[CH3:4]. Procedure: In substantially the same manner as in Reference Example 2, the title compound was synthesized from N(2,2-dimethoxyethyl) glycine tert-butyl ester and N-benzyloxycarbonyl-O-tert-butyl-L-serine. M.p. 178°-180° C.